Dataset: the Open Reaction Database (ORD), a public repository of structured organic reaction records. Task: describe an organic reaction: reactants, conditions, products, and yield Starting materials: [Li]CCCC, C1CCOC1, CCC(CC)c1cc(C)nc2c(-c3cnc(COC)s3)c(C)nn12, [Cl-], O=C1CCC(=O)N1Cl, [NH4+]. Yields the product CCC(CC)c1cc(C)nc2c(-c3sc(COC)nc3Cl)c(C)nn12. Reaction SMILES: [CH2:1]([Li:2])[CH2:3][CH2:4][CH3:5].[CH2:40]1[O:41][CH2:42][CH2:43][CH2:44]1.[CH2:6]([CH3:7])[CH:8]([CH2:9][CH3:10])[c:11]1[cH:12][c:13]([CH3:29])[n:14][c:15]2[n:16]1[n:17][c:18]([CH3:28])[c:19]2-[c:20]1[cH:21][n:22][c:23]([CH2:25][O:26][CH3:27])[s:24]1.[Cl-:38].[Cl:30][N:31]1[C:32](=[O:33])[CH2:34][CH2:35][C:36]1=[O:37].[NH4+:39]>>[CH2:6]([CH3:7])[CH:8]([CH2:9][CH3:10])[c:11]1[cH:12][c:13]([CH3:29])[n:14][c:15]2[n:16]1[n:17][c:18]([CH3:28])[c:19]2-[c:20]1[c:21]([Cl:30])[n:22][c:23]([CH2:25][O:26][CH3:27])[s:24]1. The reactants are Cl (hydrochloric acid), C1(=CC=CC=C1)[C@@H](CC1=CC=C(C=C1)C)N ((R)-(-)-α-phenyl-β-p-tolylethylamine), OC1=CC=C(C=O)C=C1 (p-hydroxybenzaldehyde), [BH4-].[Na+] (sodium borohydride). Solvent: C(C)O (ethyl alcohol). Run at time 3 hour. Yields the product OC1=CC=C(CN[C@H](CC2=CC=C(C=C2)C)C2=CC=CC=C2)C=C1.Cl ((R)-(+)-N-p-hydroxybenzyl-α-phenyl-β-p-tolylethylamine·HCl). The yield is 64.5%. As a reaction SMILES: [C:1]1([C@H:7]([NH2:16])[CH2:8][C:9]2[CH:14]=[CH:13][C:12]([CH3:15])=[CH:11][CH:10]=2)[CH:6]=[CH:5][CH:4]=[CH:3][CH:2]=1.[OH:17][C:18]1[CH:25]=[CH:24][C:21]([CH:22]=O)=[CH:20][CH:19]=1.[BH4-].[Na+].[ClH:28]>C(O)C>[OH:17][C:18]1[CH:25]=[CH:24][C:21]([CH2:22][NH:16][C@@H:7]([C:1]2[CH:6]=[CH:5][CH:4]=[CH:3][CH:2]=2)[CH2:8][C:9]2[CH:10]=[CH:11][C:12]([CH3:15])=[CH:13][CH:14]=2)=[CH:20][CH:19]=1.[ClH:28] |f:2.3,6.7|. Procedure details: 21.13 g (0.1 mole) of (R)-(-)-α-phenyl-β-p-tolylethylamine (optical purity: 100%) and 12.82 g (0.105 mole) of p-hydroxybenzaldehyde were dissolved in 750 ml of ethyl alcohol. The reaction solution thus obtained was stirred at room temperature for 3 hours, and then stirred under reflux for 1 hour. Thereafter, the reaction solution was admixed at room temperature with 1.89 g (0.05 mole) of sodium borohydride, stirred for 3 hours, and then stirred under reflux for 1 hour. The reaction mixture was a... Reaction SMILES: [CH2:1]([CH3:2])[O:3][C:4]([CH3:5])=[N:6][OH:7].[CH2:8]([c:9]1[cH:10][cH:11][cH:12][cH:13][cH:14]1)[O:15][C:16]([c:17]1[c:18]([F:23])[cH:19][cH:20][cH:21][cH:22]1)=[O:24].[O:25]=[CH:26][N:27]([CH3:28])[CH3:29].[OH2:30]>>[CH2:1]([CH3:2])[O:3][C:4]([CH3:5])=[N:6][O:7][c:18]1[c:17]([C:16]([O:15][CH2:8][c:9]2[cH:10][cH:11][cH:12][cH:13][cH:14]2)=[O:24])[cH:22][cH:21][cH:20][cH:19]1. Product: CCOC(C)=NOc1ccccc1C(=O)OCc1ccccc1. Reactants: CCOC(C)=NO, O=C(OCc1ccccc1)c1ccccc1F, CN(C)C=O, O. Starting materials: O=C1Nc2ccccc2SCC1N1C(=O)c2ccccc2C1=O, CN(C)C=O, CC(C)(C)OC(=O)CCl, [H-], [Na+], O. The product is CC(C)(C)OC(=O)CN1C(=O)C(N2C(=O)c3ccccc3C2=O)CSc2ccccc21. As a reaction SMILES: [C:8]1(=[O:30])[c:9]2[c:10]([cH:26][cH:27][cH:28][cH:29]2)[C:11](=[O:25])[N:12]1[CH:13]1[CH2:14][S:15][c:16]2[c:17]([cH:21][cH:22][cH:23][cH:24]2)[NH:18][C:19]1=[O:20].[CH3:1][N:2]([CH3:3])[CH:4]=[O:5].[Cl:31][CH2:32][C:33](=[O:34])[O:35][C:36]([CH3:37])([CH3:38])[CH3:39].[H-:6].[Na+:7].[OH2:40]>>[C:8]1(=[O:30])[c:9]2[c:10]([cH:26][cH:27][cH:28][cH:29]2)[C:11](=[O:25])[N:12]1[CH:13]1[CH2:14][S:15][c:16]2[c:17]([cH:21][cH:22][cH:23][cH:24]2)[N:18]([CH2:32][C:33](=[O:34])[O:35][C:36]([CH3:37])([CH3:38])[CH3:39])[C:19]1=[O:20].